Dataset: the Open Reaction Database (ORD), a public repository of structured organic reaction records. Task: describe an organic reaction: reactants, conditions, products, and yield Starting materials: C(C)(C)C=1C=C(C=CC1)C(CC=O)C (3-(3-Isopropylphenyl)butanal), O (H2O), [Br-].C1=C(C=CC2=CC=CC=C12)C(C)[P+](C1=CC=CC=C1)(C1=CC=CC=C1)C1=CC=CC=C1 (1-(2-naphthyl)ethyltriphenylphosphonium bromide), [Li]CCCC (n-BuLi). Solvent: C1CCOC1 (THF), C1CCOC1 (THF). Run at temperature 0 celsius, time 15 minute. The product is C(C)(C)C=1C=C(C=CC1)C(CC=C(C)C1=CC2=CC=CC=C2C=C1)C (2-(5-(3-Isopropylphenyl)hex-2-en-2-yl)naphthalene). Isolated yield 37.6%. RXN SMILES: [Br-].[CH:2]1[C:11]2[C:6](=[CH:7][CH:8]=[CH:9][CH:10]=2)[CH:5]=[CH:4][C:3]=1[CH:12]([P+](C1C=CC=CC=1)(C1C=CC=CC=1)C1C=CC=CC=1)[CH3:13].[Li]CCCC.[CH:38]([C:41]1[CH:42]=[C:43]([CH:47]([CH3:51])[CH2:48][CH:49]=O)[CH:44]=[CH:45][CH:46]=1)([CH3:40])[CH3:39].O>C1COCC1>[CH:38]([C:41]1[CH:42]=[C:43]([CH:47]([CH3:51])[CH2:48][CH:49]=[C:12]([C:3]2[CH:4]=[CH:5][C:6]3[C:11](=[CH:10][CH:9]=[CH:8][CH:7]=3)[CH:2]=2)[CH3:13])[CH:44]=[CH:45][CH:46]=1)([CH3:40])[CH3:39] |f:0.1|. Procedure: A solution of 1-(2-naphthyl)ethyltriphenylphosphonium bromide (2.30 g, 4.62 mmol, 1.0 equiv.) in THF (16 mL), was cooled to 0° C. After adding n-BuLi (1.6 M in hexanes, 2.9 mL, 4.62 mmol, 1.0 equiv.) at 0° C., the red-brown suspension was stirred at 0° C. for 15 min. 3-(3-Isopropylphenyl)butanal (1.32 g, 6.94 mmol, 1.5 equiv.) in THF (2 mL) was added, and the mixture was stirred at 0° C.→70° C. for 18 h. After addition of H2O, the aqueous layer was extracted with hexanes (2×), the combined organ... Reactants: FC1=C(C=C(C(=C1)C)F)CO ((2,5-difluoro-4-methyl-phenyl)-methanol), ClC1=C(C=C(C=C1)F)C (2-chloro-5-fluorotoluene). Product: ClC=1C(=CC(=C(C1)CO)F)C ((5-Chloro-2-fluoro-4-methyl-phenyl)-methanol). As a reaction SMILES: [F:1][C:2]1[CH:7]=[C:6]([CH3:8])[C:5](F)=[CH:4][C:3]=1[CH2:10][OH:11].[Cl:12]C1C=CC(F)=CC=1C>>[Cl:12][C:5]1[C:6]([CH3:8])=[CH:7][C:2]([F:1])=[C:3]([CH2:10][OH:11])[CH:4]=1. Reported procedure: (5-Chloro-2-fluoro-4-methyl-phenyl)-methanol was prepared in analogous fashion to (2,5-difluoro-4-methyl-phenyl)-methanol using 2-chloro-5-fluorotoluene as starting material. 1H NMR (400 MHz, CDCl3) δ 7.38 (d, 1H, J=6.8 Hz), 6.92 (d, 1H, J=10 Hz), 4.69 (s, 2H), 2.34 (s, 3H) ppm. Reactants: BrC1=CC=CC=C1 (bromobenzene), C=CC1=CC=CC=C1 (styrene), C (charcoal). The reagents and catalysts are C(C)(=O)[O-].C(CCC)[N+](CCCC)(CCCC)CCCC (tetrabutylammonium acetate), [Pd] (palladium). Solvent: CN(C)C=O (DMF). Run at temperature 120 celsius, time 16 hour. The product is C1(=CC=CC=C1)C=CC1=CC=CC=C1 (stilbene). The yield is 74.1%. Reaction SMILES: C.Br[C:3]1[CH:8]=[CH:7][CH:6]=[CH:5][CH:4]=1.[CH2:9]=[CH:10][C:11]1[CH:16]=[CH:15][CH:14]=[CH:13][CH:12]=1>CN(C=O)C.C([O-])(=O)C.C([N+](CCCC)(CCCC)CCCC)CCC.[Pd]>[C:3]1([CH:9]=[CH:10][C:11]2[CH:16]=[CH:15][CH:14]=[CH:13][CH:12]=2)[CH:8]=[CH:7][CH:6]=[CH:5][CH:4]=1 |f:4.5|. Reported procedure: In a miniautoclave, 85 mg of palladium on active charcoal (similar to Example 59, metal content 5%) are suspended in 20 ml of DMF. After 2 mmol of bromobenzene, 2 mmol of styrene, and 4 mmol of tetrabutylammonium acetate have been added, heating at 120° C. is performed with shaking. After 16 h, 267 mg of stilbene can be isolated from the reaction solution. This corresponds to a 74% conversion. Starting materials: CN1C=C(C=2NC3=C(NC(C21)=O)C=CC=C3)C (1,3-dimethyl-1,4,9,10-tetrahydropyrrolo[3,2-b][1,5]benzodiazepin-10-one), C([O-])([O-])=O.[K+].[K+] (potassium carbonate), ClCC(=O)Cl (chloroacetyl chloride). The solvent is O1CCOCC1 (dioxane), O1CCOCC1 (dioxane). The product is ClCC(=O)N1C2=C(C(NC3=C1C=CC=C3)=O)N(C=C2C)C (4-Chloroacetyl-1,3-dimethyl-1,4,9,10-tetrahydropyrrolo[3,2-b][1,5]benzodiazepin-10-one). Yield: 68.9%. RXN SMILES: [Cl:1][CH2:2][C:3](Cl)=[O:4].[CH3:6][N:7]1[C:16]2[C:15](=[O:17])[NH:14][C:13]3[CH:18]=[CH:19][CH:20]=[CH:21][C:12]=3[NH:11][C:10]=2[C:9]([CH3:22])=[CH:8]1.C(=O)([O-])[O-].[K+].[K+]>O1CCOCC1>[Cl:1][CH2:2][C:3]([N:11]1[C:12]2[CH:21]=[CH:20][CH:19]=[CH:18][C:13]=2[NH:14][C:15](=[O:17])[C:16]2[N:7]([CH3:6])[CH:8]=[C:9]([CH3:22])[C:10]1=2)=[O:4] |f:2.3.4|. Procedure: A solution of 1.47 g of chloroacetyl chloride in 20 ml of dioxane is added dropwise with stirring to 1.9 g of 1,3-dimethyl-1,4,9,10-tetrahydropyrrolo[3,2-b][1,5]benzodiazepin-10-one, 5.5 g of powdered anhydrous potassium carbonate and 50 ml of dioxane in the course of 10 minutes at 50° C. The obtained mixture is stirred for several hours; precipitate is then filtered off, and the filtrate is concentrated to dryness. 1.75 g (69%) of the title compound of m.p. 267° to 269° C. (from acetonitrile) a... Reactants: FC1=CC=C(C=C1)N1CN(C(C12CCNCC2)=O)CC=2C=C(C(=O)OC(C)(C)C)C=CC2 (tert-butyl 3-((1-(4-fluorophenyl)-4-oxo-1,3,8-triazaspiro[4.5]decan-3-yl)methyl)benzoate), ClCCCN1C(N(C2=C1C=CC=C2)C2CC2)=O (1-(3-chloropropyl)-3-cyclopropyl-1H-benzo[d]imidazol-2(3H)-one), [I-].[Na+] (sodium iodide), C([O-])([O-])=O.[K+].[K+] (potassium carbonate). Run in CC(CC)=O (2-butanone). Conditions: temperature 81 celsius, time 16 hour. Yields the product C1(CC1)N1C(N(C2=C1C=CC=C2)CCCN2CCC1(C(N(CN1C1=CC=C(C=C1)F)CC1=C(C(=O)OC(C)(C)C)C=CC=C1)=O)CC2)=O (tert-butyl 2-((8-(3-(3-cyclopropyl-2-oxo-2,3-dihydro-1H-benzo[d]imidazol-1-yl)propyl)-1-(4-fluorophenyl)-4-oxo-1,3,8-triazaspiro[4.5]decan-3-yl)methyl)benzoate). Yield: 197.4%. Reaction SMILES: [F:1][C:2]1[CH:7]=[CH:6][C:5]([N:8]2[C:12]3([CH2:17][CH2:16][NH:15][CH2:14][CH2:13]3)[C:11](=[O:18])[N:10]([CH2:19][C:20]3[CH:21]=[C:22]([CH:30]=[CH:31][CH:32]=3)C(OC(C)(C)C)=O)[CH2:9]2)=[CH:4][CH:3]=1.Cl[CH2:34][CH2:35][CH2:36][N:37]1[C:41]2[CH:42]=[CH:43][CH:44]=[CH:45][C:40]=2[N:39]([CH:46]2[CH2:48][CH2:47]2)[C:38]1=[O:49].[I-].[Na+].[C:52](=[O:55])([O-])[O-:53].[K+].[K+]>CC(=O)CC>[CH:46]1([N:39]2[C:40]3[CH:45]=[CH:44][CH:43]=[CH:42][C:41]=3[N:37]([CH2:36][CH2:35][CH2:34][N:15]3[CH2:16][CH2:17][C:12]4([N:8]([C:5]5[CH:4]=[CH:3][C:2]([F:1])=[CH:7][CH:6]=5)[CH2:9][N:10]([CH2:19][C:20]5[CH:21]=[CH:22][CH:30]=[CH:31][C:32]=5[C:52]([O:53][C:12]([CH3:17])([CH3:13])[CH3:11])=[O:55])[C:11]4=[O:18])[CH2:13][CH2:14]3)[C:38]2=[O:49])[CH2:48][CH2:47]1 |f:2.3,4.5.6|. Procedure: A mixture of tert-butyl 3-((1-(4-fluorophenyl)-4-oxo-1,3,8-triazaspiro[4.5]decan-3-yl)methyl)benzoate (163.5 mg, 0.372 mmol, 1 equiv), 1-(3-chloropropyl)-3-cyclopropyl-1H-benzo[d]imidazol-2(3H)-one (93 mg, 0.372 mmol, 1 equiv), sodium iodide (22.3 mg, 0.15 mmol, 0.4 equiv) and potassium carbonate (102.8 mg, 0.74 mmol, 2 equiv) in 2-butanone was stirred at 81° C. for 16 h. After cooling the reaction mixture, the crude mixture was partitioned between ethyl acetate and water. The organic layer was ... Reactants: COC(=O)CCc1c[nH]cn1, CCO, C=C(C(=O)c1ccc(Cl)cc1Cl)c1ccccc1. Product: COC(=O)CCc1cn(CC(C(=O)c2ccc(Cl)cc2Cl)c2ccccc2)cn1. As a reaction SMILES: [CH3:1][O:2][C:3]([CH2:4][CH2:5][c:6]1[n:7][cH:8][nH:9][cH:10]1)=[O:11].[CH3:30][CH2:31][OH:32].[Cl:12][c:13]1[c:14]([C:20]([C:21](=[CH2:22])[c:23]2[cH:24][cH:25][cH:26][cH:27][cH:28]2)=[O:29])[cH:15][cH:16][c:17]([Cl:19])[cH:18]1>>[CH3:1][O:2][C:3]([CH2:4][CH2:5][c:6]1[n:7][cH:8][n:9]([CH2:22][CH:21]([C:20]([c:14]2[c:13]([Cl:12])[cH:18][c:17]([Cl:19])[cH:16][cH:15]2)=[O:29])[c:23]2[cH:24][cH:25][cH:26][cH:27][cH:28]2)[cH:10]1)=[O:11]. Reactants: C(C)(C)N(CC)C(C)C (diisopropylethylamine), [I-].ClC1=[N+](C=CC=C1)C (2-chloro-1-methylpyridinium iodide), carboxyl, Example 4, C(C1=CC=CC=C1)OCCO (2-(benzyloxy)ethanol), O (Water). Run in ClCCl (dichloromethane). Run at time 1.5 hour. Yields the product C(C1=CC=CC=C1)OCCOC(COCCCCCCCCCCCCCCCC)=O (Hexadecyloxyacetic acid 2-(benzyloxy)ethyl ester). Reaction SMILES: [CH2:1]([O:8][CH2:9][CH2:10][OH:11])[C:2]1[CH:7]=[CH:6][CH:5]=[CH:4][CH:3]=1.C(N([CH:18]([CH3:20])[CH3:19])CC)(C)C.[I-].Cl[C:23]1[CH:28]=[CH:27][CH:26]=[CH:25][N+]=1C.[OH2:30]>ClCCl>[CH2:1]([O:8][CH2:9][CH2:10][O:11][C:1](=[O:8])[CH2:2][O:30][CH2:25][CH2:26][CH2:27][CH2:28][CH2:23][CH2:25][CH2:26][CH2:27][CH2:28][CH2:23][CH2:3][CH2:4][CH2:5][CH2:20][CH2:18][CH3:19])[C:2]1[CH:7]=[CH:6][CH:5]=[CH:4][CH:3]=1 |f:2.3|. Procedure details: To a solution of the carboxyl acid derivative prepared in Reference Example 4 (698 mg) and 2-(benzyloxy)ethanol (710 mg) in dichloromethane (10 ml) was added diisopropylethylamine (2.2 ml), and 2-chloro-1-methylpyridinium iodide (891 mg), successively, and the reaction solution was stirred for 1.5 hours. Water was added to the reaction solution and the solution was extracted with dichloromethane (twice). The organic layer was washed with dilute hydrochloric acid and a saturated aqueous solution ...